From a dataset of the Open Reaction Database (ORD), a public repository of structured organic reaction records. describe an organic reaction: reactants, conditions, products, and yield Reactants: Cl.NCC1=CC(=C(C=C1F)NS(=O)(=O)C)F (N-(4-aminomethyl-2,5-difluoro-phenyl)-methanesulfonamide hydrochloride), C(C)(C)(C)C1=CC=C(C=C1)C=CC(=O)O (3-(4-t-butylphenyl)acrylic acid), C[N+]1(CCOCC1)C2=NC(=NC(=N2)OC)OC.[Cl-] (DMTMM). Solvent: O1CCCC1 (tetrahydrofuran). Conditions: time 12 hour. Yields the product C(C)(C)(C)C1=CC=C(C=C1)C=CC(=O)NCC1=C(C=C(C(=C1)F)NS(=O)(=O)C)F (3-(4-t-Butyl-phenyl)-N-(2,5-difluoro-4-methanesulfonylamino-benzyl)-acrylamide). The yield is 75.6%. Reaction SMILES: Cl.[NH2:2][CH2:3][C:4]1[C:9]([F:10])=[CH:8][C:7]([NH:11][S:12]([CH3:15])(=[O:14])=[O:13])=[C:6]([F:16])[CH:5]=1.[C:17]([C:21]1[CH:26]=[CH:25][C:24]([CH:27]=[CH:28][C:29](O)=[O:30])=[CH:23][CH:22]=1)([CH3:20])([CH3:19])[CH3:18].C[N+]1(C2N=C(OC)N=C(OC)N=2)CCOCC1.[Cl-]>O1CCCC1>[C:17]([C:21]1[CH:22]=[CH:23][C:24]([CH:27]=[CH:28][C:29]([NH:2][CH2:3][C:4]2[CH:5]=[C:6]([F:16])[C:7]([NH:11][S:12]([CH3:15])(=[O:14])=[O:13])=[CH:8][C:9]=2[F:10])=[O:30])=[CH:25][CH:26]=1)([CH3:20])([CH3:18])[CH3:19] |f:0.1,3.4|. Procedure details: To the 25 ml round bottom flask were put N-(4-aminomethyl-2,5-difluoro-phenyl)-methanesulfonamide hydrochloride (125 mg, 0.46 mmol), 3-(4-t-butylphenyl)acrylic acid (1.2 eq, 112 mg), and DMTMM (1.2 eq, 152 mg). And to this mixture was poured 15 ml tetrahydrofuran and stirred 12 hours at room temperature. After confirming the completion of the reaction with TLC, the reaction mixture was extracted with ethylacetate, washed 1N HCl solution. And the combined organic layer was dried over MgSO4, filte... Run in CO (methanol). The reagents and catalysts are [Pd] (Pd/C). Yields the product C(C)(C)(C)OC(N[C@@H]1CNCC[C@@H]1O)=O (tert-Butyl((3R,4S)-4-hydroxypiperidin-3-yl)carbamate). The yield is 97.8%. Reported procedure: A solution of benzyl 3-((tert-butoxycarbonyl)amino)-4-hydroxypiperidine-1-carboxylate (141 mg, 0.402 mmol) in methanol (8.05 mL) was hydrogenated using the H-cube (settings: 25° C., full H2 mode, 1 mL/min flow rate) and 10% Pd/C CatCart 30 as the catalyst. The eluent was evaporated in vacuo to give the required tert-butyl(4-hydroxypiperidin-3-yl)carbamate (85.1 mg, 0.393 mmol, 98% yield) as a clear oil. Reactants: C(C)(C)(C)OC(=O)NC1CN(CCC1O)C(=O)OCC1=CC=CC=C1 (benzyl 3-((tert-butoxycarbonyl)amino)-4-hydroxypiperidine-1-carboxylate). RXN SMILES: [C:1]([O:5][C:6]([NH:8][CH:9]1[CH:14]([OH:15])[CH2:13][CH2:12][N:11](C(OCC2C=CC=CC=2)=O)[CH2:10]1)=[O:7])([CH3:4])([CH3:3])[CH3:2]>CO.[Pd]>[C:1]([O:5][C:6](=[O:7])[NH:8][C@H:9]1[C@@H:14]([OH:15])[CH2:13][CH2:12][NH:11][CH2:10]1)([CH3:4])([CH3:2])[CH3:3]. Reactants: CC1(OCC(O1)CS(=O)(=O)C1=CC=C(C=C1)CC(=O)OC)C (methyl 4-(2,2-dimethyl-1,3-dioxolan-4-yl)methylsulfonylphenylacetate), [H-].[H-].[H-].[H-].[Li+].[Al+3] (LAH), O (water), [OH-].[Na+] (NaOH), O (water). Run in O1CCCC1 (tetrahydrofuran), O1CCCC1 (THF). Reaction conditions: time 2 hour. Yields the product CC1(OCC(O1)COC1=CC=C(C=C1)CCO)C (4-(2,2-dimethyl-1,3-dioxolan-4-yl)methoxyphenylethan-2-ol). As a reaction SMILES: CC1(C)OC(CS([C:11]2[CH:16]=[CH:15][C:14]([CH2:17][C:18]([O:20]C)=O)=[CH:13][CH:12]=2)(=O)=O)CO1.[H-].[H-].[H-].[H-].[Li+].[Al+3].[OH2:29].[OH-:30].[Na+]>O1CCCC1>[CH3:12][C:11]1([CH3:16])[O:30][CH:17]([CH2:18][O:20][C:11]2[CH:12]=[CH:13][C:14]([CH2:17][CH2:18][OH:20])=[CH:15][CH:16]=2)[CH2:14][O:29]1 |f:1.2.3.4.5.6,8.9|. Procedure: A solution of 27 g. (0.096 mol) of methyl 4-(2,2-dimethyl-1,3-dioxolan-4-yl)methoxyphenylacetate (3) in 200 mL of tetrahydrofuran (THF) was added slowly to a stirred suspension of 4.0 g of LAH in 300 mL of THF. The mixture was stirred 2 h at room temperature and then treated sequentially with 4 mL of water, 4 mL of 15% NaOH solution, and 12 mL of water. The mixture was filtered and the filtrate evaporated to a residue which was triturated with hexane to afford 24 g of 4-(2,2-dimethyl-1,3-dioxola...